Dataset: the Open Reaction Database (ORD), a public repository of structured organic reaction records. Task: describe an organic reaction: reactants, conditions, products, and yield The reactants are O1C(=CC2=C1C=CC=C2)C2=CSC=1N=CN=C(C12)OC1CCC(CC1)NC (4-[[5-(1-benzofuran-2-yl)thieno[2,3-d]pyrimidin-4-yl]oxy]-N-methylcyclohexan-1-amine), C=O (HCHO), [BH3-]C#N.[Na+] (NaBH3CN). The solvent is CO (methanol). Reaction conditions: time 1 hour. Product: O1C(=CC2=C1C=CC=C2)C2=CSC=1N=CN=C(C12)OC1CCC(CC1)N(C)C (4-[[5-(1-benzofuran-2-yl)thieno[2,3-d]pyrimidin-4-yl]oxy]-N,N-dimethylcyclohexan-1-amine). Yield: 34.7%. RXN SMILES: [O:1]1[C:5]2[CH:6]=[CH:7][CH:8]=[CH:9][C:4]=2[CH:3]=[C:2]1[C:10]1[C:18]2[C:17]([O:19][CH:20]3[CH2:25][CH2:24][CH:23]([NH:26][CH3:27])[CH2:22][CH2:21]3)=[N:16][CH:15]=[N:14][C:13]=2[S:12][CH:11]=1.C=O.[BH3-][C:31]#N.[Na+]>CO>[O:1]1[C:5]2[CH:6]=[CH:7][CH:8]=[CH:9][C:4]=2[CH:3]=[C:2]1[C:10]1[C:18]2[C:17]([O:19][CH:20]3[CH2:21][CH2:22][CH:23]([N:26]([CH3:31])[CH3:27])[CH2:24][CH2:25]3)=[N:16][CH:15]=[N:14][C:13]=2[S:12][CH:11]=1 |f:2.3|. Procedure: A solution of tert-butyl N-(4-[[5-(1-benzofuran-2-yl)thieno[2,3-d]pyrimidin-4-yl]oxy]cyclohexyl)-N-methylcarbamate (60 mg, 0.13 mmol, 1.00 equiv) in dichloromethane (5 mL) was added hydrochloric acid (1 mL, 12 M) at 0° C. and stirred for 1 h at room temperature. The pH value of the solution was adjusted to 9 with sodium carbonate (sat.) and extracted with 3×20 mL of dichloromethane. The organic layer was washed with brine, dried over anhydrous sodium sulfate and concentrated under vacuum to give... The reactants are ClC1=NC=CC(=N1)C=1C(=NN2C1C=CC=C2)C=2C=C(C=CC2)NC(C2=C(C=CC=C2F)F)=O (N-{3-[3-(2-chloro-4-pyrimidinyl)pyrazolo[1,5-a]pyridin-2-yl]phenyl}-2,6-difluorobenzamide), C(C)N1CCN(CC1)C1=CC=C(N)C=C1 (4-(4-ethyl-1-piperazinyl)aniline). RXN SMILES: Cl[C:2]1[N:7]=[C:6]([C:8]2[C:9]([C:17]3[CH:18]=[C:19]([NH:23][C:24](=[O:33])[C:25]4[C:30](F)=[CH:29][CH:28]=[CH:27][C:26]=4F)[CH:20]=[CH:21][CH:22]=3)=[N:10][N:11]3[CH:16]=[CH:15][CH:14]=[CH:13][C:12]=23)[CH:5]=[CH:4][N:3]=1.C(N1CCN([C:42]2[CH:48]=[CH:47][C:45]([NH2:46])=[CH:44][CH:43]=2)CC1)C>>[CH2:2]1[C:43]2[C:42](=[CH:48][CH:47]=[C:45]([NH:46][C:2]3[N:7]=[C:6]([C:8]4[C:9]([C:17]5[CH:18]=[C:19]([NH:23][C:24](=[O:33])[C:25]6[CH:30]=[CH:29][CH:28]=[CH:27][CH:26]=6)[CH:20]=[CH:21][CH:22]=5)=[N:10][N:11]5[CH:16]=[CH:15][CH:14]=[CH:13][C:12]=45)[CH:5]=[CH:4][N:3]=3)[CH:44]=2)[CH2:5][CH2:4][NH:3]1. Product: C1NCCC2=CC=C(C=C12)NC1=NC=CC(=N1)C=1C(=NN2C1C=CC=C2)C=2C=C(C=CC2)NC(C2=CC=CC=C2)=O (N-(3-{3-[2-(1,2,3,4-tetrahydro-7-isoquinolinylamino)-4-pyrimidinyl]-pyrazolo[1,5-a]pyridin-2-yl}phenyl)benzamide). Reported procedure: The title compound was prepared from N-{3-[3-(2-chloro-4-pyrimidinyl)pyrazolo[1,5-a]pyridin-2-yl]phenyl}-2,6-difluorobenzamide and 4-(4-ethyl-1-piperazinyl)aniline in a manner analogous to Example 64. 1H NMR (400 MHz, DMSO-d6) δ 1.07 (t, 3H, J=7.1 Hz), 2.40 (q, 2H, J=7.1 Hz), 2.53-2.57 (m, 4H overlapping with d6-DMSO), 3.08-3.11 (m, 4H), 6.52 (d, 1H, J=5.2 Hz), 6.86 (d, 2H, J=9.0 Hz), 7.15 (t, 1H, J=5.7 Hz), 7.29 (t, 2H, J=8.0 Hz), 7.36 (d, 1H, J=7.8 Hz), 7.46-7.54 (m, 4H), 7.62 (quintet, 1H, J=... The reactants are C1(CCCCC1)CN1CCC(CC1)N1C(NC2=CC=CC=C2C1C1=CC=CC=C1)=O (3-[1-(cyclohexylmethyl)piperidin-4-yl]-4-phenyl-3,4-dihydro-2(1H)-quinazolinone), [H-].[Na+] (sodium hydride), ICCCC (1-iodobutane), O (water). Solvent: CN(C)C=O (DMF), CN(C)C=O (DMF). Conditions: temperature 60 celsius, time 1 hour. Yields the product C(CCC)N1C(N(C(C2=CC=CC=C12)C1=CC=CC=C1)C1CCN(CC1)CC1CCCCC1)=O (1-Butyl-3-[1-(Cyclohexylmethyl)piperidin-4-yl]-4-phenyl-3,4-dihydro-2(1H)-quinazolinone). Isolated yield 76.0%. As a reaction SMILES: [CH:1]1([CH2:7][N:8]2[CH2:13][CH2:12][CH:11]([N:14]3[CH:23]([C:24]4[CH:29]=[CH:28][CH:27]=[CH:26][CH:25]=4)[C:22]4[C:17](=[CH:18][CH:19]=[CH:20][CH:21]=4)[NH:16][C:15]3=[O:30])[CH2:10][CH2:9]2)[CH2:6][CH2:5][CH2:4][CH2:3][CH2:2]1.[H-].[Na+].I[CH2:34][CH2:35][CH2:36][CH3:37].O>CN(C=O)C>[CH2:34]([N:16]1[C:17]2[C:22](=[CH:21][CH:20]=[CH:19][CH:18]=2)[CH:23]([C:24]2[CH:29]=[CH:28][CH:27]=[CH:26][CH:25]=2)[N:14]([CH:11]2[CH2:12][CH2:13][N:8]([CH2:7][CH:1]3[CH2:2][CH2:3][CH2:4][CH2:5][CH2:6]3)[CH2:9][CH2:10]2)[C:15]1=[O:30])[CH2:35][CH2:36][CH3:37] |f:1.2|. Procedure details: To a solution of 100 mg (0.25 mmol) of 3-[1-(cyclohexylmethyl)piperidin-4-yl]-4-phenyl-3,4-dihydro-2(1H)-quinazolinone in 2 ml of DMF, 22 mg (0.55 mmol) of sodium hydride (60%) were added at room temperature and stirred at about 60° C. for one hour. After allowing the reaction mixture to stand cool, a solution of 69 mg (0.38 mmol) of 1-iodobutane in 1 ml of DMF was added thereto at room temperature and stirred at about 60° C. for 2 hours. The reaction mixture was poured into water, extracted wit... The reactants are ClC=1C=CC=C2C=C(NC12)B1OC(C(O1)(C)C)(C)C (7-chloro-2-(4,4,5,5-tetramethyl-[1,3,2]dioxaborolan-2-yl)-1H-indole), COC=1C=CC=C2C=CNC12 (7-methoxy-1H-indole). Yields the product COC=1C=CC=C2C=C(NC12)B1OC(C(O1)(C)C)(C)C (7-Methoxy-2-(4,4,5,5-tetramethyl-[1,3,2]dioxaborolan-2-yl)-1H-indole). RXN SMILES: Cl[C:2]1[CH:3]=[CH:4][CH:5]=[C:6]2[C:10]=1[NH:9][C:8]([B:11]1[O:15][C:14]([CH3:17])([CH3:16])[C:13]([CH3:19])([CH3:18])[O:12]1)=[CH:7]2.[CH3:20][O:21]C1C=CC=C2C=1NC=C2>>[CH3:20][O:21][C:2]1[CH:3]=[CH:4][CH:5]=[C:6]2[C:10]=1[NH:9][C:8]([B:11]1[O:15][C:14]([CH3:17])([CH3:16])[C:13]([CH3:19])([CH3:18])[O:12]1)=[CH:7]2. Reported procedure: Prepared according to a procedure analogous to that described for 7-chloro-2-(4,4,5,5-tetramethyl-[1,3,2]dioxaborolan-2-yl)-1H-indole using 7-methoxy-1H-indole. The product is COc1cc2nccc(Oc3ccc(C(=O)c4ccc(C(F)(F)F)cc4)cc3)c2cc1OC. Starting materials: COc1cc2nccc(Cl)c2cc1OC, O=C(c1ccc(O)cc1)c1ccc(C(F)(F)F)cc1. RXN SMILES: [Cl:1][c:2]1[cH:3][cH:4][n:5][c:6]2[cH:7][c:8]([O:14][CH3:15])[c:9]([O:12][CH3:13])[cH:10][c:11]12.[F:16][C:17]([c:18]1[cH:19][cH:20][c:21]([C:24](=[O:25])[c:26]2[cH:27][cH:28][c:29]([OH:32])[cH:30][cH:31]2)[cH:22][cH:23]1)([F:33])[F:34]>>[c:2]1([O:32][c:29]2[cH:28][cH:27][c:26]([C:24]([c:21]3[cH:20][cH:19][c:18]([C:17]([F:16])([F:33])[F:34])[cH:23][cH:22]3)=[O:25])[cH:31][cH:30]2)[cH:3][cH:4][n:5][c:6]2[cH:7][c:8]([O:14][CH3:15])[c:9]([O:12][CH3:13])[cH:10][c:11]12. Reactants: CCc1nc2c(cnn2CC)c(NC2CCOCC2)c1CNC(=O)c1cc(C)cc(C(=O)OC)c1, [Li+], C1CCOC1, [OH-], O. Yields the product CCc1nc2c(cnn2CC)c(NC2CCOCC2)c1CNC(=O)c1cc(C)cc(C(=O)O)c1. Reaction SMILES: [CH2:1]([CH3:2])[n:3]1[n:4][cH:5][c:6]2[c:7]1[n:8][c:9]([CH2:34][CH3:35])[c:10]([CH2:19][NH:20][C:21](=[O:22])[c:23]1[cH:24][c:25]([C:26](=[O:27])[O:28][CH3:29])[cH:30][c:31]([CH3:33])[cH:32]1)[c:11]2[NH:12][CH:13]1[CH2:14][CH2:15][O:16][CH2:17][CH2:18]1.[Li+:37].[O:39]1[CH2:40][CH2:41][CH2:42][CH2:43]1.[OH-:38].[OH2:36]>>[CH2:1]([CH3:2])[n:3]1[n:4][cH:5][c:6]2[c:7]1[n:8][c:9]([CH2:34][CH3:35])[c:10]([CH2:19][NH:20][C:21](=[O:22])[c:23]1[cH:24][c:25]([C:26](=[O:27])[OH:28])[cH:30][c:31]([CH3:33])[cH:32]1)[c:11]2[NH:12][CH:13]1[CH2:14][CH2:15][O:16][CH2:17][CH2:18]1. The reactants are Cl.BrC=1C=C(CN)C=CC1 (3-Bromobenzylamine hydrochloride), C(C)(C)N(C(C)C)CC (N,N-diisopropylethylamine), C(=O)(OC(C)(C)C)OC(=O)[O-] (t-butyl dicarbonate). Solvent: ClCCl (dichloromethane), C(C)(=O)OCC (ethyl acetate). Reaction conditions: temperature 0 celsius, time 8 hour. The product is BrC=1C=C(CNC(OC(C)(C)C)=O)C=CC1 (t-Butyl N-(3-bromobenzyl)carbamate). Yield: 92.7%. RXN SMILES: Cl.[Br:2][C:3]1[CH:4]=[C:5]([CH:8]=[CH:9][CH:10]=1)[CH2:6][NH2:7].C(N(CC)C(C)C)(C)C.[C:20](OC([O-])=O)([O:22][C:23]([CH3:26])([CH3:25])[CH3:24])=[O:21]>ClCCl.C(OCC)(=O)C>[Br:2][C:3]1[CH:4]=[C:5]([CH:8]=[CH:9][CH:10]=1)[CH2:6][NH:7][C:20](=[O:21])[O:22][C:23]([CH3:26])([CH3:25])[CH3:24] |f:0.1|. Reported procedure: 26.25 g of 3-Bromobenzylamine hydrochloride was suspended in 250 ml of dichloromethane, and the mixture was cooled to 0° C. 33.5 g of N,N-diisopropylethylamine and 28.3 g of t-butyl dicarbonate were added. After stirring was continued at room temperature overnight, the reaction mixture was diluted with ethyl acetate. The solution was washed with water and saturated brine, dried over anhydrous magnesium sulfate, filtered, and the solvent was distilled off, to give 31.28 g of the title compound. Reactants: O=C([O-])[O-], COP(=O)(OC)OC, [K+], [K+], COc1cc(C=O)ccc1O. The product is COc1ccc(C=O)cc1OC. RXN SMILES: [C:12](=[O:13])([O-:14])[O-:15].[CH3:18][O:19][P:20]([O:21][CH3:22])([O:23][CH3:24])=[O:25].[K+:16].[K+:17].[O:1]=[CH:2][c:3]1[cH:4][c:5]([O:6][CH3:7])[c:8]([OH:9])[cH:10][cH:11]1>>[O:1]=[CH:2][c:3]1[cH:4][c:5]([O:6][CH3:7])[c:8]([O:9][CH3:12])[cH:10][cH:11]1. The reactants are C, C1CCOC1, [Pd], CC(C)(C)C(=O)OCC1OC(Oc2n[nH]c3cccc(C=Cc4ccccc4)c23)C(OC(=O)C(C)(C)C)C(OC(=O)C(C)(C)C)C1OC(=O)C(C)(C)C. Yields the product CC(C)(C)C(=O)OCC1OC(Oc2n[nH]c3cccc(CCc4ccccc4)c23)C(OC(=O)C(C)(C)C)C(OC(=O)C(C)(C)C)C1OC(=O)C(C)(C)C. RXN SMILES: [C:59].[O:54]1[CH2:55][CH2:56][CH2:57][CH2:58]1.[Pd:60].[c:1]1([CH:7]=[CH:8][c:9]2[c:10]3[c:11]([O:18][CH:19]4[CH:20]([O:21][C:22]([C:23]([CH3:24])([CH3:25])[CH3:26])=[O:27])[CH:28]([O:29][C:30]([C:31]([CH3:32])([CH3:33])[CH3:34])=[O:35])[CH:36]([O:37][C:38]([C:39]([CH3:40])([CH3:41])[CH3:42])=[O:43])[CH:44]([CH2:46][O:47][C:48]([C:49]([CH3:50])([CH3:51])[CH3:52])=[O:53])[O:45]4)[n:12][nH:13][c:14]3[cH:15][cH:16][cH:17]2)[cH:2][cH:3][cH:4][cH:5][cH:6]1>>[c:1]1([CH2:7][CH2:8][c:9]2[c:10]3[c:11]([O:18][CH:19]4[CH:20]([O:21][C:22]([C:23]([CH3:24])([CH3:25])[CH3:26])=[O:27])[CH:28]([O:29][C:30]([C:31]([CH3:32])([CH3:33])[CH3:34])=[O:35])[CH:36]([O:37][C:38]([C:39]([CH3:40])([CH3:41])[CH3:42])=[O:43])[CH:44]([CH2:46][O:47][C:48]([C:49]([CH3:50])([CH3:51])[CH3:52])=[O:53])[O:45]4)[n:12][nH:13][c:14]3[cH:15][cH:16][cH:17]2)[cH:2][cH:3][cH:4][cH:5][cH:6]1.